This data is from the Open Reaction Database (ORD), a public repository of structured organic reaction records. The task is: describe an organic reaction: reactants, conditions, products, and yield The reactants are ClC1=C(C(=O)O)C=C(C(=C1)Cl)S(=O)(=O)C (2,4-dichloro-5-methylsulfonylbenzoic acid), Cl.NCC1=CC=C(O1)C(=O)O (5-aminomethyl-2-furancarboxylic acid hydrochloride), Cl (hydrochloric acid), C([O-])(O)=O.[Na+] (sodium bicarbonate). The solvent is C(OC)COC (glyme), C(C)N(CC)CC (triethylamine), O (water). Conditions: time 24 hour. Yields the product C(=O)(O)C1=CC=C(CNC2=C(C(=O)O)C=C(C(=C2)Cl)S(=O)(=O)C)O1 (2-(5-carboxyfurfurylamino)-4-chloro-5-methylsulfonylbenzoic acid). RXN SMILES: Cl[C:2]1[CH:10]=[C:9]([Cl:11])[C:8]([S:12]([CH3:15])(=[O:14])=[O:13])=[CH:7][C:3]=1[C:4]([OH:6])=[O:5].Cl.[NH2:17][CH2:18][C:19]1[O:23][C:22]([C:24]([OH:26])=[O:25])=[CH:21][CH:20]=1.C(=O)(O)[O-].[Na+].Cl>O.C(COC)OC.C(N(CC)CC)C>[C:24]([C:22]1[O:23][C:19]([CH2:18][NH:17][C:2]2[CH:10]=[C:9]([Cl:11])[C:8]([S:12]([CH3:15])(=[O:14])=[O:13])=[CH:7][C:3]=2[C:4]([OH:6])=[O:5])=[CH:20][CH:21]=1)([OH:26])=[O:25] |f:1.2,3.4|. Procedure details: A mixture of 2,4-dichloro-5-methylsulfonylbenzoic acid (3.50 g.; 0.013 mole), 5-aminomethyl-2-furancarboxylic acid hydrochloride (4.83 g.; 0.027 mole), triethylamine (11.5 ml.), and glyme (25 ml.) is heated to 140°-150° C. for 24 hours. Solid sodium bicarbonate (5.0 g.) is added and refluxing is continued for another 24 hours. The mixture is poured into water (150 ml.) and acidified by the addition of 6N hydrochloric acid. The tan solid is collected, washed with water, and dried, 1.20 g., m.p. 2... Reactants: C1CCOC1, COC(=O)C(CCCc1ccccc1)C(O)C(=O)N1CCOCC1, [Li+], [OH-], O, O. Yields the product O=C(O)C(CCCc1ccccc1)C(O)C(=O)N1CCOCC1. As a reaction SMILES: [CH2:28]1[O:29][CH2:30][CH2:31][CH2:32]1.[CH3:1][O:2][C:3]([CH:4]([CH2:5][CH2:6][CH2:7][c:8]1[cH:9][cH:10][cH:11][cH:12][cH:13]1)[CH:14]([C:15](=[O:16])[N:17]1[CH2:18][CH2:19][O:20][CH2:21][CH2:22]1)[OH:23])=[O:24].[Li+:26].[OH-:25].[OH2:27].[OH2:33]>>[O:2]=[C:3]([CH:4]([CH2:5][CH2:6][CH2:7][c:8]1[cH:9][cH:10][cH:11][cH:12][cH:13]1)[CH:14]([C:15](=[O:16])[N:17]1[CH2:18][CH2:19][O:20][CH2:21][CH2:22]1)[OH:23])[OH:24]. Reactants: O[C@@H]1C[C@H](N(C1)C(=O)OCC1=CC=C(C=C1)[N+](=O)[O-])CN1C(NC(C1=O)C)=O ((2S,4R)-4-hydroxy-2-(4-methyl-2,5-dioxoimidazolidin-1-yl)methyl-1-(4-nitrobenzyloxycarbonyl)pyrrolidine), CO (methanol), [BH4-].[Na+] (sodium borohydride), B(F)(F)F.CCOCC (boron trifluoride etherate). Solvent: O1CCCC1 (tetrahydrofuran), O1CCCC1 (tetrahydrofuran). Reaction conditions: time 15 minute. Yields the product O[C@@H]1C[C@H](N(C1)C(=O)OCC1=CC=C(C=C1)[N+](=O)[O-])CN1C(NC(C1)C)=O ((2S,4R)-4-hydroxy-2-(4-methyl-2-oxoimidazolidin-1-yl)methyl-1-(4-nitrobenzyloxycarbonyl)pyrrolidine). Yield: 47.7%. As a reaction SMILES: [BH4-].[Na+].B(F)(F)F.CCOCC.[OH:12][C@H:13]1[CH2:17][N:16]([C:18]([O:20][CH2:21][C:22]2[CH:27]=[CH:26][C:25]([N+:28]([O-:30])=[O:29])=[CH:24][CH:23]=2)=[O:19])[C@H:15]([CH2:31][N:32]2[C:36](=O)[CH:35]([CH3:38])[NH:34][C:33]2=[O:39])[CH2:14]1.CO>O1CCCC1>[OH:12][C@H:13]1[CH2:17][N:16]([C:18]([O:20][CH2:21][C:22]2[CH:23]=[CH:24][C:25]([N+:28]([O-:30])=[O:29])=[CH:26][CH:27]=2)=[O:19])[C@H:15]([CH2:31][N:32]2[CH2:36][CH:35]([CH3:38])[NH:34][C:33]2=[O:39])[CH2:14]1 |f:0.1,2.3|. Reported procedure: To a suspension of sodium borohydride (1.81 g) in tetrahydrofuran (50 ml) was dropwise added boron trifluoride etherate (23.4 ml) under ice-cooling and the mixture was stirred at the same temperature for 15 minutes. To this solution was added a solution of (2S,4R)-4-hydroxy-2-(4-methyl-2,5-dioxoimidazolidin-1-yl)methyl-1-(4-nitrobenzyloxycarbonyl)pyrrolidine (9.37 g) in tetrahydrofuran (50 ml) under ice-cooling and the mixture was stirred at ambient temperature overnight. To the reaction mixture... Product: C1(CCCC1)OC=1C=C(C=CC1OC)C1(CSCC1)O (3-(3-cyclopentyloxy-4-methoxyphenyl)-3-hydroxytetrahydrothiophene). Procedure: A stirring suspension of magnesium turnings (3.45 g) in dry tetrahydrofuran (60 mL) is treated with 1,2-dibromoethane (0.8 mL), and the mixture is stirred under a nitrogen atmosphere for 30 minutes. It is then treated dropwise with a solution of 4-bromo-2-cyclopentyloxyanisole (25 g); which is prepared as described in Reference Example 4 in tetrahydrofuran (20 mL), and the resulting solution is heated at reflux for 30 minutes. The solution is then cooled to room temperature and treated with a so... The solvent is O1CCCC1 (tetrahydrofuran), O1CCCC1 (tetrahydrofuran), O1CCCC1 (tetrahydrofuran). Reactants: S1CC(CC1)=O (tetrahydrothiophen-3-one), [Cl-].[NH4+] (ammonium chloride), [Mg] (magnesium), BrCCBr (1,2-dibromoethane), BrC1=CC(=C(C=C1)OC)OC1CCCC1 (4-bromo-2-cyclopentyloxyanisole). Run at time 30 minute. As a reaction SMILES: [Mg].BrCCBr.Br[C:7]1[CH:12]=[CH:11][C:10]([O:13][CH3:14])=[C:9]([O:15][CH:16]2[CH2:20][CH2:19][CH2:18][CH2:17]2)[CH:8]=1.[S:21]1[CH2:25][CH2:24][C:23](=[O:26])[CH2:22]1.[Cl-].[NH4+]>O1CCCC1>[CH:16]1([O:15][C:9]2[CH:8]=[C:7]([C:23]3([OH:26])[CH2:24][CH2:25][S:21][CH2:22]3)[CH:12]=[CH:11][C:10]=2[O:13][CH3:14])[CH2:20][CH2:19][CH2:18][CH2:17]1 |f:4.5|. Reactants: O=Cc1cccc(Br)c1, CCCCCCCBr, [Cl-], I, [Mg], [NH4+], C1CCOC1. The product is CCCCCCCC(O)c1cccc(Br)c1. As a reaction SMILES: [Br:11][c:12]1[cH:13][c:14]([CH:15]=[O:16])[cH:17][cH:18][cH:19]1.[CH2:3]([CH2:4][CH2:5][CH2:6][CH2:7][CH2:8][CH3:9])[Br:10].[Cl-:20].[I:1].[Mg:2].[NH4+:21].[O:22]1[CH2:23][CH2:24][CH2:25][CH2:26]1>>[CH2:3]([CH2:4][CH2:5][CH2:6][CH2:7][CH2:8][CH3:9])[CH:15]([c:14]1[cH:13][c:12]([Br:11])[cH:19][cH:18][cH:17]1)[OH:16]. Starting materials: S(=O)(=O)(Cl)Cl (sulfuryl chloride), C(C)SSCC (diethyldisulfide), ice water, CNC(=O)NC1=CC(=C(C=C1)Cl)Cl (N-methyl-N'-(3,4-dichlorophenyl)-urea), Cl (hydrochloric acid). Solvent: C(Cl)Cl (methylene chloride), C(Cl)Cl (methylene chloride), N1=CC=CC=C1 (pyridine). Reaction conditions: temperature -40 celsius, time 5 minute. Product: CN(C(=O)NC1=CC(=C(C=C1)Cl)Cl)SCC (N-methyl-N-ethylthio-N'-(3,4-dichlorophenyl)-urea). The yield is 30.3%. Reaction SMILES: S(Cl)(Cl)(=O)=O.C(S[S:9][CH2:10][CH3:11])C.[CH3:12][NH:13][C:14]([NH:16][C:17]1[CH:22]=[CH:21][C:20]([Cl:23])=[C:19]([Cl:24])[CH:18]=1)=[O:15].Cl>C(Cl)Cl.N1C=CC=CC=1>[CH3:12][N:13]([S:9][CH2:10][CH3:11])[C:14]([NH:16][C:17]1[CH:22]=[CH:21][C:20]([Cl:23])=[C:19]([Cl:24])[CH:18]=1)=[O:15]. Procedure: A solution of 67 g of sulfuryl chloride in 100 ml of methylene chloride was added dropwise to a solution of 61 g of diethyldisulfide in 600 ml of methylene chloride cooled to -40° C. and after the temperature was raised to -5° C., the mixture was stirred for 5 minutes. The mixture was cooled to -40° C. and a solution of 57 g of N-methyl-N'-(3,4-dichlorophenyl)-urea in 460 ml of pyridine was added dropwise thereto. The mixture was stirred at -40° C. for 1 hour and for another hour at -20° C. The ... Reactants: C(C(=C)C)(=O)ON(CC)CC (diethylamino methacrylate), C(C(=C)C)(=O)OC (methyl methacrylate), Cl.Cl.N(=NC(C)(C)C(N)=N)C(C)(C)C(N)=N (2,2'-azobis(2-amidinopropane) dihydrochloride), 2,2'-azobis(2-methyl-N-(1,1'-bis(hydroxymethyl)-2-hydroxyethyl)propionamide). The solvent is O (water). Conditions: temperature 60 celsius. Product: C(C(=C)C)(=O)OCCN(CC)CC.C(C(=C)C)(=O)OC (diethylaminoethyl methacrylate methyl methacrylate). RXN SMILES: C(O[N:7]([CH2:10][CH3:11])[CH2:8][CH3:9])(=O)C(C)=C.[C:12]([O:17][CH3:18])(=[O:16])[C:13]([CH3:15])=[CH2:14].Cl.Cl.N(C(C(=N)N)(C)C)=N[C:23](C(=N)N)(C)C>O>[C:12]([O:17][CH2:18][CH2:23][N:7]([CH2:8][CH3:9])[CH2:10][CH3:11])(=[O:16])[C:13]([CH3:15])=[CH2:14].[C:12]([O:17][CH3:18])(=[O:16])[C:13]([CH3:15])=[CH2:14] |f:2.3.4,6.7|. Procedure details: In a flask equipped with a stirring blade and a tube for nitrogen introduction were charged 1,500 parts of ion-exchanged water and heated to 60° C. Twenty parts of diethylamino methacrylate and 60 parts of methyl methacrylate were added thereto while stirring. To the mixture were further added 20 parts 2,2'-azobis(2-amidinopropane) dihydrochloride ("V-50" produced by Wako Pure Chemical Ind. Ltd.) and 10 parts of 2,2'-azobis(2-methyl-N-(1,1'-bis(hydroxymethyl)-2-hydroxyethyl)propionamide) ("V-080...